From a dataset of the Open Reaction Database (ORD), a public repository of structured organic reaction records. describe an organic reaction: reactants, conditions, products, and yield Solvent: C1CCOC1 (THF), C(C)(=O)OCC (ethyl acetate). The reactants are C1CCN(CC1)C(=O)N=NC(=O)N2CCCCC2 (ADDP), COC1=CC=CC(=N1)CCO (2-(6-methoxypyridin-2-yl)ethanol), C1(C=2C(C(N1)=O)=CC=CC2)=O (phthalimide), C(CCC)P(CCCC)CCCC (tributylphosphine). As a reaction SMILES: C1CCN(C(N=NC(N2CCCCC2)=O)=O)CC1.[CH3:19][O:20][C:21]1[N:26]=[C:25]([CH2:27][CH2:28]O)[CH:24]=[CH:23][CH:22]=1.[C:30]1(=[O:40])[NH:34][C:33](=[O:35])[C:32]2=[CH:36][CH:37]=[CH:38][CH:39]=[C:31]12.C(P(CCCC)CCCC)CCC>C(OCC)(=O)C.C1COCC1>[CH3:19][O:20][C:21]1[N:26]=[C:25]([CH2:27][CH2:28][N:34]2[C:30](=[O:40])[C:31]3[C:32](=[CH:36][CH:37]=[CH:38][CH:39]=3)[C:33]2=[O:35])[CH:24]=[CH:23][CH:22]=1. Procedure: ADDP (49.0 g, 194.09 mmol) was added to a mixture of 2-(6-methoxypyridin-2-yl)ethanol (22.87 g, 149.30 mmol), phthalimide (24.16 g, 164.23 mmol), tributylphosphine (48.5 mL, 194.09 mmol) and THF (340 mL) at 0° C. under argon atmosphere to give a solution. The solution was stirred at room temperature for 16 hr, to the reaction mixture was added ethyl acetate (about 500 mL), and the mixture was stirred at 0° C. for 20 min. The insoluble substance was removed by filtration with ethyl acetate, and w... Yields the product COC1=CC=CC(=N1)CCN1C(C2=CC=CC=C2C1=O)=O (2-(2-(6-methoxypyridin-2-yl)ethyl)isoindoline-1,3-dione). Reaction conditions: time 16 hour. The yield is 69.0%. Reactants: C(=O)(OC(C)(C)C)NN1C2=C(C3=C(CC1=O)C=CC=C3)C=CC=C2 (5-(N-Boc-amino)-5,7-dihydro-6H-dibenz[b,d]azepin-6-one), C(=O)([O-])[O-].[Cs+].[Cs+] (Cs2CO3), C(Cl)Cl (CH2Cl2), BrCC(=O)OC (methyl bromoacetate). Solvent: CN(C)C=O (DMF). Run at temperature 60 celsius, time 17 hour. Yields the product Cl.NN1C2=C(C3=C(C(C1=O)CC(=O)OC)C=CC=C3)C=CC=C2 (5-Amino-7-(methoxycarbonylmethyl)-5,7-dihydro-6H-dibenz[b,d]azepin-6-one Hydrochloride). RXN SMILES: C([NH:8][N:9]1[C:15](=[O:16])[CH2:14][C:13]2[CH:17]=[CH:18][CH:19]=[CH:20][C:12]=2[C:11]2[CH:21]=[CH:22][CH:23]=[CH:24][C:10]1=2)(OC(C)(C)C)=O.C([O-])([O-])=O.[Cs+].[Cs+].Br[CH2:32][C:33]([O:35][CH3:36])=[O:34].C(Cl)[Cl:38]>CN(C=O)C>[ClH:38].[NH2:8][N:9]1[C:15](=[O:16])[CH:14]([CH2:32][C:33]([O:35][CH3:36])=[O:34])[C:13]2[CH:17]=[CH:18][CH:19]=[CH:20][C:12]=2[C:11]2[CH:21]=[CH:22][CH:23]=[CH:24][C:10]1=2 |f:1.2.3,7.8|. Procedure: A solution of 5-(N-Boc-amino)-5,7-dihydro-6H-dibenz[b,d]azepin-6-one (1.03, 3.08 mmol) (Example 3) in DMF was treated with Cs2CO3 (1.10 g, 3.39 mmol) and warmed to 60° C. To this reaction mixture was added methyl bromoacetate (0.321 mL, 3.39 mmol) (Aldrich) and stirring was continued for 17 h. After cooling to 23° C., the mixture was diluted with CH2Cl2, washed with several portions of brine and dried over Na2SO4. The title compound was purified by chromatography (SiO2, CHCl3).